Dataset: the Open Reaction Database (ORD), a public repository of structured organic reaction records. Task: describe an organic reaction: reactants, conditions, products, and yield The reactants are S(=O)(=O)=O (Sulfur Trioxide), C1=CC=CC=2C(C3=CC=CC=C3C(C12)=O)=O (anthraquinone), C1=CC=CC=2C(C3=CC=CC=C3C(C12)=O)=O (Anthraquinone). The reagents and catalysts are [Pd] (palladium), [Pd] (Palladium). The solvent is S(=O)=O (sulfur dioxide), S(=O)=O (Sulfur Dioxide), S(=O)=O (sulfur dioxide). Yields the product C1=CC=CC=2C(C3=CC=CC=C3C(C12)=O)=O (anthraquinone), C1(=CC=CC=2C(C3=CC=CC=C3C(C12)=O)=O)S(=O)(=O)O (1-anthraquinonesulfonic acid). The yield is 76.0%. As a reaction SMILES: [CH:1]1[C:14]2[C:13](=[O:15])[C:12]3[C:7](=[CH:8][CH:9]=[CH:10][CH:11]=3)[C:6](=[O:16])[C:5]=2[CH:4]=[CH:3][CH:2]=1.[S:17](=[O:20])(=[O:19])=[O:18]>S(=O)=O.[Pd]>[CH:8]1[C:7]2[C:6](=[O:16])[C:5]3[C:14](=[CH:1][CH:2]=[CH:3][CH:4]=3)[C:13](=[O:15])[C:12]=2[CH:11]=[CH:10][CH:9]=1.[C:8]1([S:17]([OH:20])(=[O:19])=[O:18])[C:7]2[C:6](=[O:16])[C:5]3[C:14](=[CH:1][CH:2]=[CH:3][CH:4]=3)[C:13](=[O:15])[C:12]=2[CH:11]=[CH:10][CH:9]=1. Procedure: New catalysts which promote selectively the α-sulfonation of anthraquinone in liquid sulfur dioxide as a solvent are taught addressed in, "Palladium-Catalyzed α-Monosulfonation of Anthraquinone by Sulfur Trioxide in Liquid Sulfur Dioxide" by Yasuziro Kawabata, et al., appearing in Journal of the Chemical Society of Japan, 1980, (3), p. 322-326, wherein the use of liquid sulfur dioxide and palladium containing compounds in the sulfonation reaction resulted in about 100% conversion of anthraquinon... Reactants: Cc1ccccc1, O=C=Nc1ccc([N+](=O)[O-])cc1, NCc1cccnc1. The product is O=C(NCc1cccnc1)Nc1ccc([N+](=O)[O-])cc1. Reaction SMILES: [CH3:21][c:22]1[cH:23][cH:24][cH:25][cH:26][cH:27]1.[N+:1](=[O:2])([O-:3])[c:4]1[cH:5][cH:6][c:7]([N:10]=[C:11]=[O:12])[cH:8][cH:9]1.[NH2:13][CH2:14][c:15]1[cH:16][n:17][cH:18][cH:19][cH:20]1>>[N+:1](=[O:2])([O-:3])[c:4]1[cH:5][cH:6][c:7]([NH:10][C:11](=[O:12])[NH:13][CH2:14][c:15]2[cH:16][n:17][cH:18][cH:19][cH:20]2)[cH:8][cH:9]1.